This data is from the Open Reaction Database (ORD), a public repository of structured organic reaction records. The task is: describe an organic reaction: reactants, conditions, products, and yield Reactants: OB1OCC2=C1C=CC(=C2)OC2=CC=C(C=O)C=C2 (4-(1-hydroxy-1,3-dihydro-benzo[c][1,2]oxaborol-5-yloxy)-benzaldehyde), CNC (dimethylamine), Cl (HCl), [BH4-].[Na+] (NaBH4). Run in CO (MeOH). Conditions: time 30 minute. Product: CNCC1=CC=C(OC2=CC3=C(B(OC3)O)C=C2)C=C1 (5-(4-methylaminomethyl-phenoxy)-3H-benzo[c][1,2]oxaborol-1-ol). As a reaction SMILES: [OH:1][B:2]1[C:6]2[CH:7]=[CH:8][C:9]([O:11][C:12]3[CH:19]=[CH:18][C:15]([CH:16]=O)=[CH:14][CH:13]=3)=[CH:10][C:5]=2[CH2:4][O:3]1.[CH3:20][NH:21]C.[BH4-].[Na+].Cl>CO>[CH3:20][NH:21][CH2:16][C:15]1[CH:18]=[CH:19][C:12]([O:11][C:9]2[CH:8]=[CH:7][C:6]3[B:2]([OH:1])[O:3][CH2:4][C:5]=3[CH:10]=2)=[CH:13][CH:14]=1 |f:2.3|. Procedure: To a solution of 4-(1-hydroxy-1,3-dihydro-benzo[c][1,2]oxaborol-5-yloxy)-benzaldehyde (76.2 mg, 0.3 mmol, 1.0 eq.) in MeOH (3.0 mL) was added dimethylamine (170 μL, 0.33 mmol, 1.1 eq.). The mixture was stirred at room temperature for 30 minutes. After cooling to 0° C., NaBH4 (11.3 mg, 0.3 mmol, 1.0 eq.) was added in portions and the mixture was allowed to warm to room temperature and stirred for 2 h. The mixture was carefully treated with dilute HCl (5 mL) and aqueous phase was extracted with Et... Isolated yield 51.0%. Reaction conditions: time 3 hour. The solvent is N1=CC=CC=C1 (pyridine). Reaction SMILES: [S:1]1[CH:5]=[CH:4][CH:3]=[C:2]1[S:6](Cl)(=[O:8])=[O:7].[NH2:10][C:11]1[C:15]([Br:16])=[C:14]([CH3:17])[O:13][N:12]=1>N1C=CC=CC=1>[Br:16][C:15]1[C:11]([NH:10][S:6]([C:2]2[S:1][CH:5]=[CH:4][CH:3]=2)(=[O:8])=[O:7])=[N:12][O:13][C:14]=1[CH3:17]. The product is BrC=1C(=NOC1C)NS(=O)(=O)C=1SC=CC1 (N-(4-Bromo-5-methyl-3-isoxazolyl)thiophene-2-sulfonamide). Reported procedure: Thiophene-2-sulfonyl chloride (183 mg, 1 mmol) was added to a solution of 3-amino-4-bromo-5-methylisoxazole (177 mg, 1 mmol) in dry pyridine (0.5 ml). The reaction mixture was stirred at room temperature for 3 h. Pyridine was removed under reduced pressure and the residue was partitioned between water and ethyl acetate. The organic layer was washed with 1N HCl (3×10 ml), brine (10 ml) and dried over anhydrous magnesium sulfate. Evaporation of the solvents left an oily residue which was solidifie... The reactants are S1C(=CC=C1)S(=O)(=O)Cl (Thiophene-2-sulfonyl chloride), NC1=NOC(=C1Br)C (3-amino-4-bromo-5-methylisoxazole).